From a dataset of the Open Reaction Database (ORD), a public repository of structured organic reaction records. describe an organic reaction: reactants, conditions, products, and yield Reactants: CC(=O)Oc1ccc(C(=O)O)cc1, COCCOC, [Cl-], [Na+], O, O=S(=O)(O)O. Product: O=C(O)c1ccc(O)cc1. As a reaction SMILES: [C:1](=[O:2])([CH3:3])[O:4][c:5]1[cH:6][cH:7][c:8]([C:9](=[O:10])[OH:11])[cH:12][cH:13]1.[CH2:14]([CH2:15][O:16][CH3:17])[O:18][CH3:19].[Cl-:26].[Na+:25].[OH2:27].[S:20](=[O:21])(=[O:22])([OH:23])[OH:24]>>[OH:4][c:5]1[cH:6][cH:7][c:8]([C:9](=[O:10])[OH:11])[cH:12][cH:13]1. The product is Nc1nc(Cl)cc(Nc2ccc(Nc3ccnc4[nH]cc(Cl)c34)c(F)c2)n1. Reactants: Nc1ccc(Nc2ccnc3[nH]cc(Cl)c23)c(F)c1, Nc1nc(Cl)cc(Cl)n1, Cl, [Na+], [OH-], O. As a reaction SMILES: [Cl:1][c:2]1[cH:3][nH:4][c:5]2[n:6][cH:7][cH:8][c:9]([NH:11][c:12]3[c:13]([F:19])[cH:14][c:15]([NH2:18])[cH:16][cH:17]3)[c:10]12.[Cl:20][c:21]1[n:22][c:23]([NH2:28])[n:24][c:25]([Cl:27])[cH:26]1.[ClH:29].[Na+:31].[OH-:30].[OH2:32]>>[Cl:1][c:2]1[cH:3][nH:4][c:5]2[n:6][cH:7][cH:8][c:9]([NH:11][c:12]3[c:13]([F:19])[cH:14][c:15]([NH:18][c:25]4[n:24][c:23]([NH2:28])[n:22][c:21]([Cl:20])[cH:26]4)[cH:16][cH:17]3)[c:10]12. The reactants are C([O-])(O)=O.[Na+] (sodium bicarbonate), COC1=NC=CC2=C1C(=NN2)C2=CC=C(C=C2)N2CCOCC2 (4-methoxy-3-(4-(morpholin-4-yl)phenyl)-1H-pyrazolo[4,3-c]pyridine), O1CCOCCOCCOCCOCC1 (1,4,7,10,13-pentaoxacyclopentadecane), FC=1C=C(C#N)C=C(C1F)F (3,4,5-trifluorobenzonitrile), [H-].[Na+] (sodium hydride). The solvent is CN(C)C=O (DMF). Run at temperature 0 celsius, time 1 hour. Product: FC=1C=C(C#N)C=C(C1N1N=C(C=2C(=NC=CC21)OC)C2=CC=C(C=C2)N2CCOCC2)F (3,5-difluoro-4-(4-methoxy-3-(4-(morpholin-4-yl)phenyl)-1H-pyrazolo[4,3-c]pyridin-1-yl)benzonitrile). The yield is 69.4%. Reaction SMILES: [CH3:1][O:2][C:3]1[C:8]2[C:9]([C:12]3[CH:17]=[CH:16][C:15]([N:18]4[CH2:23][CH2:22][O:21][CH2:20][CH2:19]4)=[CH:14][CH:13]=3)=[N:10][NH:11][C:7]=2[CH:6]=[CH:5][N:4]=1.O1CCOCCOCCOCCOCC1.[F:39][C:40]1[CH:41]=[C:42]([CH:45]=[C:46]([F:49])[C:47]=1F)[C:43]#[N:44].[H-].[Na+].C(=O)(O)[O-].[Na+]>CN(C=O)C>[F:39][C:40]1[CH:41]=[C:42]([CH:45]=[C:46]([F:49])[C:47]=1[N:11]1[C:7]2[CH:6]=[CH:5][N:4]=[C:3]([O:2][CH3:1])[C:8]=2[C:9]([C:12]2[CH:13]=[CH:14][C:15]([N:18]3[CH2:23][CH2:22][O:21][CH2:20][CH2:19]3)=[CH:16][CH:17]=2)=[N:10]1)[C:43]#[N:44] |f:3.4,5.6|. Reported procedure: To a solution of 4-methoxy-3-(4-(morpholin-4-yl)phenyl)-1H-pyrazolo[4,3-c]pyridine (250 mg), 1,4,7,10,13-pentaoxacyclopentadecane (266 mg) and 3,4,5-trifluorobenzonitrile (152 mg) in DMF (5 ml) was added sodium hydride (60%, 48.03 mg) at 0° C., and the mixture was stirred at 0° C. for 1 hr. To the reaction mixture was added saturated aqueous sodium bicarbonate solution, and the mixture was extracted with ethyl acetate. The organic layer was washed with, saturated brine, dried over anhydrous magn... Starting materials: N1C(=CC2=CC=CC=C12)C[C@@H](CO)O ((S)-3-indol-2-yl-propane-1,2-diol), C1(=CC=C(C=C1)S(=O)(=O)Cl)C (p-toluenesulfonyl chloride), Cl (hydrochloric acid). Solvent: N1=CC=CC=C1 (pyridine). Conditions: temperature 0 celsius, time 5 hour. Yields the product C1(=CC=C(C=C1)S(=O)(=O)OC[C@H](CC=1NC2=CC=CC=C2C1)O)C ((S)-3-Indol-2-yl-2-hydroxypropyl p-toluenesulfonate). Yield: 90.4%. As a reaction SMILES: [NH:1]1[C:9]2[C:4](=[CH:5][CH:6]=[CH:7][CH:8]=2)[CH:3]=[C:2]1[CH2:10][C@H:11]([OH:14])[CH2:12][OH:13].[C:15]1([CH3:25])[CH:20]=[CH:19][C:18]([S:21](Cl)(=[O:23])=[O:22])=[CH:17][CH:16]=1.Cl>N1C=CC=CC=1>[C:15]1([CH3:25])[CH:20]=[CH:19][C:18]([S:21]([O:13][CH2:12][C@@H:11]([OH:14])[CH2:10][C:2]2[NH:1][C:9]3[C:4]([CH:3]=2)=[CH:5][CH:6]=[CH:7][CH:8]=3)(=[O:23])=[O:22])=[CH:17][CH:16]=1. Reported procedure: To a solution of (S)-3-indol-2-yl-propane-1,2-diol (S)-1 (15 g, 78.5 mmol) in dry pyridine (120 mL) was added p-toluenesulfonyl chloride (15.5 g, 81.3 mmol) at 0° C. After stirring for 5 hours at 0° C., the solution was poured into cold hydrochloric acid (100 mL, 6N) and extracted with ether (3×60 mL). The combined extracts were washed with hydrochloric acid (6N, 2×30 mL) followed by brine (2×80 mL) and dried over anhydrous sodium sulfate. The solvent was evaporated and the residue was purified ... Reactants: CC(=O)OC(C)=O, ClC(Cl)Cl, Nc1ccc(C(=O)NC2CCN(C3CCCCC3)C2)cc1. The product is CC(=O)Nc1ccc(C(=O)NC2CCN(C3CCCCC3)C2)cc1. Reaction SMILES: [CH3:22][C:23](=[O:24])[O:25][C:26](=[O:27])[CH3:28].[CH:29]([Cl:30])([Cl:31])[Cl:32].[NH2:1][c:2]1[cH:3][cH:4][c:5]([C:6](=[O:7])[NH:8][CH:9]2[CH2:10][N:11]([CH:14]3[CH2:15][CH2:16][CH2:17][CH2:18][CH2:19]3)[CH2:12][CH2:13]2)[cH:20][cH:21]1>>[NH:1]([c:2]1[cH:3][cH:4][c:5]([C:6](=[O:7])[NH:8][CH:9]2[CH2:10][N:11]([CH:14]3[CH2:15][CH2:16][CH2:17][CH2:18][CH2:19]3)[CH2:12][CH2:13]2)[cH:20][cH:21]1)[C:23]([CH3:22])=[O:24]. Starting materials: BrCc1ccccn1, Br, N#Cc1nc2ccc(O)cc2s1, O=C([O-])[O-], CC(C)=O, [K+], [K+]. Yields the product N#Cc1nc2ccc(OCc3ccccn3)cc2s1. RXN SMILES: [Br:2][CH2:3][c:4]1[n:5][cH:6][cH:7][cH:8][cH:9]1.[BrH:1].[C:10](#[N:11])[c:12]1[s:13][c:14]2[c:15]([n:16]1)[cH:17][cH:18][c:19]([OH:21])[cH:20]2.[C:22](=[O:23])([O-:24])[O-:25].[CH3:28][C:29](=[O:30])[CH3:31].[K+:26].[K+:27]>>[CH2:3]([c:4]1[n:5][cH:6][cH:7][cH:8][cH:9]1)[O:21][c:19]1[cH:18][cH:17][c:15]2[c:14]([s:13][c:12]([C:10]#[N:11])[n:16]2)[cH:20]1.